describe an organic reaction: reactants, conditions, products, and yield From a dataset of the Open Reaction Database (ORD), a public repository of structured organic reaction records. The reactants are 1-N, Cl (hydrochloric acid), [OH-].[Na+] (sodium hydroxide), ( E ), C(C)OC(C(=CC1=C(C=C(C(=C1)OC)OC)N)C)=O (3-(2-amino-4,5-dimethoxyphenyl)-2-methyl-2-propenoic acid ethyl ester). Run in O1CCCC1 (tetrahydrofuran). Product: NC1=C(C=C(C(=C1)OC)OC)C=C(C(=O)O)C (3-(2-amino-4,5-dimethoxyphenyl)-2-methyl-2-propenoic acid). As a reaction SMILES: C([O:3][C:4](=[O:19])[C:5]([CH3:18])=[CH:6][C:7]1[CH:12]=[C:11]([O:13][CH3:14])[C:10]([O:15][CH3:16])=[CH:9][C:8]=1[NH2:17])C.[OH-].[Na+].Cl>O1CCCC1>[NH2:17][C:8]1[CH:9]=[C:10]([O:15][CH3:16])[C:11]([O:13][CH3:14])=[CH:12][C:7]=1[CH:6]=[C:5]([CH3:18])[C:4]([OH:19])=[O:3] |f:1.2|. Procedure: Into 10 ml of tetrahydrofuran (THF), 1.0 g of (E) 3-(2-amino-4,5-dimethoxyphenyl)-2-methyl-2-propenoic acid ethyl ester was dissolved; and, with 10 ml of a 1-N aqueous sodium hydroxide solution being added thereto, the mixture was reacted at 40° C. for 4 hours. After the completion of the reaction, the mixture was cooled with 10 ml of 1-N hydrochloric acid being added thereto, and the precipitated crystal was filtered out, whereby 0.85 g of the aimed compound was obtained (95%). Yields the product Cn1cc(Br)cc(Nc2ccc3c(n2)CCN(C(=O)OC(C)(C)C)C3)c1=O. Reaction SMILES: [Br:19][c:20]1[c:21](=[O:28])[n:22]([CH3:27])[cH:23][c:24]([Br:26])[cH:25]1.[C:29](=[O:30])([O-:31])[O-:32].[Cl:97][CH2:98][Cl:99].[Cs+:33].[Cs+:34].[NH2:1][c:2]1[n:3][c:4]2[c:9]([cH:10][cH:11]1)[CH2:8][N:7]([C:12](=[O:13])[O:14][C:15]([CH3:16])([CH3:17])[CH3:18])[CH2:6][CH2:5]2.[O:35]1[CH2:36][CH2:37][O:38][CH2:39][CH2:40]1.[O:43]=[C:44]([CH:45]=[CH:46][c:47]1[cH:48][cH:49][cH:50][cH:51][cH:52]1)[CH:53]=[CH:54][c:55]1[cH:56][cH:57][cH:58][cH:59][cH:60]1.[O:61]=[C:62]([CH:63]=[CH:64][c:65]1[cH:66][cH:67][cH:68][cH:69][cH:70]1)[CH:71]=[CH:72][c:73]1[cH:74][cH:75][cH:76][cH:77][cH:78]1.[O:79]=[C:80]([CH:81]=[CH:82][c:83]1[cH:84][cH:85][cH:86][cH:87][cH:88]1)[CH:89]=[CH:90][c:91]1[cH:92][cH:93][cH:94][cH:95][cH:96]1.[Pd:41].[Pd:42]>>[NH:1]([c:2]1[n:3][c:4]2[c:9]([cH:10][cH:11]1)[CH2:8][N:7]([C:12](=[O:13])[O:14][C:15]([CH3:16])([CH3:17])[CH3:18])[CH2:6][CH2:5]2)[c:20]1[c:21](=[O:28])[n:22]([CH3:27])[cH:23][c:24]([Br:26])[cH:25]1. Reactants: Cn1cc(Br)cc(Br)c1=O, O=C([O-])[O-], ClCCl, [Cs+], [Cs+], CC(C)(C)OC(=O)N1CCc2nc(N)ccc2C1, C1COCCO1, O=C(C=Cc1ccccc1)C=Cc1ccccc1, O=C(C=Cc1ccccc1)C=Cc1ccccc1, O=C(C=Cc1ccccc1)C=Cc1ccccc1, [Pd], [Pd]. Starting materials: [N+](=O)([O-])C1=CC(=C(C=C1)N)N (4-nitro-1,2-phenylenediamine), N1=CC=C(C=C1)OC1=CC=C(C=C1)SN=C=O (4-(4-Pyridinyloxy)phenyl thioisocyanate), CN(C=O)C (dimethylformamide). Run at time 8 hour. Product: [N+](=O)([O-])C=1C=CC2=C(NC(=N2)NC2=CC=C(C=C2)OC2=CC=NC=C2)C1 ((6-Nitro-1H-benzimidazol-2-yl)[4-(pyridin-4-yloxy)phenyl]amine). RXN SMILES: [N+:1]([C:4]1[CH:9]=[CH:8][C:7]([NH2:10])=[C:6]([NH2:11])[CH:5]=1)([O-:3])=[O:2].[N:12]1[CH:17]=[CH:16][C:15]([O:18][C:19]2[CH:24]=[CH:23][C:22](SN=C=O)=[CH:21][CH:20]=2)=[CH:14][CH:13]=1.[CH3:29][N:30](C)C=O>>[N+:1]([C:4]1[CH:9]=[CH:8][C:7]2[N:10]=[C:29]([NH:30][C:22]3[CH:21]=[CH:20][C:19]([O:18][C:15]4[CH:14]=[CH:13][N:12]=[CH:17][CH:16]=4)=[CH:24][CH:23]=3)[NH:11][C:6]=2[CH:5]=1)([O-:3])=[O:2]. Procedure details: For further reaction, 1006 mg of 4-nitro-1,2-phenylenediamine and 150 mg of the thioisocyanate 3 prepared are dissolved in 5 ml of dimethylformamide and stirred overnight at room temperature. After removal of the solvent, the residue was purified by MPLC chromatography (Rp 18), giving 126 mg of benzimidazolamine 4. The reactants are C, CO, O=C[O-], NCCCCc1ccc(Cl)c(C2=NNC(=O)CC2)c1, [NH4+], [Pd]. The product is NCCCCc1cccc(C2=NNC(=O)CC2)c1. RXN SMILES: [C:24].[CH3:26][OH:27].[CH:1]([O-:2])=[O:3].[Cl:5][c:6]1[c:7]([C:17]2=[N:22][NH:21][C:20](=[O:23])[CH2:19][CH2:18]2)[cH:8][c:9]([CH2:12][CH2:13][CH2:14][CH2:15][NH2:16])[cH:10][cH:11]1.[NH4+:4].[Pd:25]>>[cH:6]1[c:7]([C:17]2=[N:22][NH:21][C:20](=[O:23])[CH2:19][CH2:18]2)[cH:8][c:9]([CH2:12][CH2:13][CH2:14][CH2:15][NH2:16])[cH:10][cH:11]1. The reactants are [H-].[Al+3].[Li+].[H-].[H-].[H-] (Lithium aluminum hydride), C(CC)N(C1C(NC2=C(C=CC=C2C1)C(=O)N)=O)CCC (3-(dipropylamino)-1,2,3,4-tetrahydro-2-oxo-8-quinolinecarboxamide). Solvent: C1CCOC1 (THF). Yields the product NCC=1C=CC=C2CC(CNC12)N(CCC)CCC (1,2,3,4-tetrahydro-8-(aminomethyl)-N,N-dipropyl-3-quinolinamine). Yield: 59.0%. RXN SMILES: [H-].[Al+3].[Li+].[H-].[H-].[H-].[CH2:7]([N:10]([CH2:25][CH2:26][CH3:27])[CH:11]1[CH2:20][C:19]2[C:14](=[C:15]([C:21]([NH2:23])=O)[CH:16]=[CH:17][CH:18]=2)[NH:13][C:12]1=O)[CH2:8][CH3:9]>C1COCC1>[NH2:23][CH2:21][C:15]1[CH:16]=[CH:17][CH:18]=[C:19]2[C:14]=1[NH:13][CH2:12][CH:11]([N:10]([CH2:25][CH2:26][CH3:27])[CH2:7][CH2:8][CH3:9])[CH2:20]2 |f:0.1.2.3.4.5|. Reported procedure: Lithium aluminum hydride (1.5 g) was added to a stirred solution of 3-(dipropylamino)-1,2,3,4-tetrahydro-2-oxo-8-quinolinecarboxamide (0.75 g) in THF (125 mL) and the solution was refluxed for 2 days. The solution was cooled and excess hydride was destroyed by addition of methanol (20 mL) and the solvents were removed under reduced pressure. The residue was partitioned between ethyl acetate (400 mL) and water (15 mL). The ethyl acetate was decanted from the inorganic solids and the solvent remov...